From a dataset of the Open Reaction Database (ORD), a public repository of structured organic reaction records. describe an organic reaction: reactants, conditions, products, and yield Starting materials: CN(C)C1=NC=C(C(=C1)C(=O)O)NC(C(C)(C)C)=O (2-(N,N-Dimethylamino)-5-(2,2-dimethylpropionamido)-pyridine-4-carboxylic acid), Cl (HCl). The product is NC=1C(=CC(=NC1)N(C)C)C(=O)O (5-Amino-2-(N,N-dimethylamino)-pyridine-4-carboxylic acid). Isolated yield 98.8%. Reaction SMILES: [CH3:1][N:2]([C:4]1[CH:9]=[C:8]([C:10]([OH:12])=[O:11])[C:7]([NH:13]C(=O)C(C)(C)C)=[CH:6][N:5]=1)[CH3:3].Cl>>[NH2:13][C:7]1[C:8]([C:10]([OH:12])=[O:11])=[CH:9][C:4]([N:2]([CH3:1])[CH3:3])=[N:5][CH:6]=1. Reported procedure: 2-(N,N-Dimethylamino)-5-(2,2-dimethylpropionamido)-pyridine-4-carboxylic acid (0.8 g) was treated with 5N HCl at reflux for 5 hours. The mixture was allowed to cool and evaporated to dryness to give the title compound (0.54 g);δH [2H6]DMSO 8.15(1H,s), 7.35(2H,bs), 6.70(1H,s), 3.10(6H,s); m/z (M+1+)182. The reactants are CO, [N-]=[N+]=NCC1OC(n2ccc(=O)[nH]c2=O)CC1O, O. Yields the product NCC1OC(n2ccc(=O)[nH]c2=O)CC1O. RXN SMILES: [CH3:20][OH:21].[N:1](=[N+:2]=[N-:3])[CH2:4][CH:5]1[CH:6]([OH:18])[CH2:7][CH:8]([n:10]2[c:11](=[O:12])[nH:13][c:14](=[O:15])[cH:16][cH:17]2)[O:9]1.[OH2:19]>>[NH2:1][CH2:4][CH:5]1[CH:6]([OH:18])[CH2:7][CH:8]([n:10]2[c:11](=[O:12])[nH:13][c:14](=[O:15])[cH:16][cH:17]2)[O:9]1. The reactants are F[B-](F)(F)F, Cn1c(CNc2ccc(C#N)cc2)nc2cc(C(=O)N(CCC(=O)O)c3ccccc3)ccc21, CC(C)(C)OC(=O)NCCCCN, CN1CCOCC1, CCOC(C)=O, CN(C)C=O, O, CN(C)C(On1nnc2ccccc21)=[N+](C)C. Product: Cn1c(CNc2ccc(C#N)cc2)nc2cc(C(=O)N(CCC(=O)NCCCCNC(=O)OC(C)(C)C)c3ccccc3)ccc21. Reaction SMILES: [B-:35]([F:36])([F:37])([F:38])[F:39].[C:1](#[N:2])[c:3]1[cH:4][cH:5][c:6]([NH:9][CH2:10][c:11]2[n:12][c:13]3[c:14]([n:15]2[CH3:16])[cH:17][cH:18][c:19]([C:21](=[O:22])[N:23]([CH2:24][CH2:25][C:26](=[O:27])[OH:28])[c:29]2[cH:30][cH:31][cH:32][cH:33][cH:34]2)[cH:20]3)[cH:7][cH:8]1.[C:64]([CH3:65])([CH3:66])([CH3:67])[O:68][C:69]([NH:70][CH2:71][CH2:72][CH2:73][CH2:74][NH2:75])=[O:76].[CH3:57][N:58]1[CH2:59][CH2:60][O:61][CH2:62][CH2:63]1.[CH3:83][CH2:84][O:85][C:86](=[O:87])[CH3:88].[O:77]=[CH:78][N:79]([CH3:80])[CH3:81].[OH2:82].[n:40]1([O:41][C:42]([N:43]([CH3:44])[CH3:45])=[N+:46]([CH3:47])[CH3:48])[c:49]2[cH:50][cH:51][cH:52][cH:53][c:54]2[n:55][n:56]1>>[C:1](#[N:2])[c:3]1[cH:4][cH:5][c:6]([NH:9][CH2:10][c:11]2[n:12][c:13]3[c:14]([n:15]2[CH3:16])[cH:17][cH:18][c:19]([C:21](=[O:22])[N:23]([CH2:24][CH2:25][C:26](=[O:27])[NH:75][CH2:74][CH2:73][CH2:72][CH2:71][NH:70][C:69]([O:68][C:64]([CH3:65])([CH3:66])[CH3:67])=[O:76])[c:29]2[cH:30][cH:31][cH:32][cH:33][cH:34]2)[cH:20]3)[cH:7][cH:8]1. The reactants are ClCC(CS)O (3-chloro-2-hydroxy-propane-1-thiol), OO (hydrogen peroxide). Solvent: CO (methanol). Conditions: temperature 10 celsius. Yields the product ClCC(CSSCC(CCl)O)O (bis(3-chloro-2-hydroxypropyl)disulfide). RXN SMILES: [Cl:1][CH2:2][CH:3]([OH:6])[CH2:4][SH:5].OO>CO>[Cl:1][CH2:2][CH:3]([OH:6])[CH2:4][S:5][S:5][CH2:4][CH:3]([OH:6])[CH2:2][Cl:1]. Reported procedure: Epichlorohydrin (5563 g, 60.12 mol) and methanol (2500 g) were put into a 10-liter reactor. The reaction temperature was adjusted to 5° C. When the reaction temperature reached 5° C., sodium hydroxide (50% aq., 5 g) was added to the mixture. NaSH.xH2O (70% NaSH, 3660 g, 45.75 mol), methanol (1000 g) and water (500 g) were completely dissolved with stirring in another 10-liter reactor, and hydrochloric acid was slowly added dropwise thereto to generate hydrogen sulfide gas. The hydrogen sulfide g... Starting materials: C(Cl)Cl (CH2Cl2), FC=1C=C(C=CC1F)CC1CC2(C(CCC2=O)=O)CCN1 (7-[(3,4-difluorophenyl)methyl]-1,4-dioxo-8-azaspiro[4.5]decane), [OH-].[Na+] (NaOH). Run in Cl (HCl). Conditions: temperature 75 celsius. Yields the product FC=1C=C(C=CC1F)CC1NCCC(C1)=O (2-[(3,4-difluorophenyl)methyl]-4-piperidinone). Reaction SMILES: [F:1][C:2]1[CH:3]=[C:4]([CH2:9][CH:10]2[NH:21][CH2:20][CH2:19][C:12]3(C(=O)CCC3=O)[CH2:11]2)[CH:5]=[CH:6][C:7]=1[F:8].C(Cl)Cl.[OH-:25].[Na+]>Cl>[F:1][C:2]1[CH:3]=[C:4]([CH2:9][CH:10]2[CH2:11][C:12](=[O:25])[CH2:19][CH2:20][NH:21]2)[CH:5]=[CH:6][C:7]=1[F:8] |f:2.3|. Reported procedure: A mixture of intermediate 12 (0.032 mol) in HCl, (6N; 90 ml) was stirred at 75° C., then cooled. CH2Cl2 was added and the mixture was alkalized with NaOH at a temperature below 20° C. The organic layer was separated, dried, filtered and the solvent was evaporated. The residue was dried, yielding 7.2 g of 2-[(3,4-difluorophenyl)methyl]-4-piperidinone (intermediate 13). Reactants: COC(=O)C1=CC=C(CC(C(=O)O)CCC2=CC=C(C=C2)C(=O)OC)C=C1 (2-[4-(methoxycarbonyl)benzyl]-4-[4-(methoxycarbonyl)-phenyl]butanoic acid), [Cl-].[NH4+] (ammonium chloride). Run in C1CCOC1 (THF), O (water), C(C)(=O)OCC (ethyl acetate). Reaction conditions: temperature 0 celsius, time 4 hour. The product is OCC(CC1=CC=C(C(=O)OC)C=C1)CCC1=CC=C(C(=O)OC)C=C1 (Dimethyl 4,4′-[2-(hydroxymethyl)butane-1,4-diyl]dibenzoate). Reaction SMILES: [CH3:1][O:2][C:3]([C:5]1[CH:27]=[CH:26][C:8]([CH2:9][CH:10]([CH2:14][CH2:15][C:16]2[CH:21]=[CH:20][C:19]([C:22]([O:24][CH3:25])=[O:23])=[CH:18][CH:17]=2)[C:11](O)=[O:12])=[CH:7][CH:6]=1)=[O:4].[Cl-].[NH4+]>C1COCC1.O.C(OCC)(=O)C>[OH:12][CH2:11][CH:10]([CH2:14][CH2:15][C:16]1[CH:17]=[CH:18][C:19]([C:22]([O:24][CH3:25])=[O:23])=[CH:20][CH:21]=1)[CH2:9][C:8]1[CH:26]=[CH:27][C:5]([C:3]([O:2][CH3:1])=[O:4])=[CH:6][CH:7]=1 |f:1.2|. Procedure: At −10° C., 112.8 ml (112.8 mmol) of a 1 M borane/THF complex solution are added dropwise to a solution of 20.9 g (56.4 mmol) of 2-[4-(methoxycarbonyl)benzyl]-4-[4-(methoxycarbonyl)-phenyl]butanoic acid in 600 ml of THF. The reaction mixture is then warmed to 0° C. and stirred at this temperature for 4 h. After the reaction has gone to completion, saturated ammonium chloride solution is added, the reaction mixture is diluted with water and ethyl acetate, the phases are separated and the aqueous ... Reactants: CC(C)(C)C1COS(=O)(=O)C1, CN(C)C=O, NC1CCc2ccccc21. Product: CC(C)(C)C(CNC1CCc2ccccc21)CS(=O)(=O)O. RXN SMILES: [C:1]([CH3:2])([CH3:3])([CH3:4])[CH:5]1[CH2:6][S:7](=[O:10])(=[O:11])[O:8][CH2:9]1.[CH3:22][N:23]([CH3:24])[CH:25]=[O:26].[CH:12]1([NH2:21])[CH2:13][CH2:14][c:15]2[cH:16][cH:17][cH:18][cH:19][c:20]21>>[C:1]([CH3:2])([CH3:3])([CH3:4])[CH:5]([CH2:6][S:7]([OH:8])(=[O:10])=[O:11])[CH2:9][NH:21][CH:12]1[CH2:13][CH2:14][c:15]2[cH:16][cH:17][cH:18][cH:19][c:20]21. Starting materials: COCCOC, Cc1ccc(S(=O)(=O)n2cc(I)cn2)cc1, [K+], [K+], [K+], OB(O)c1ccccc1, O=P([O-])([O-])[O-]. The product is Cc1ccc(S(=O)(=O)n2cc(-c3ccccc3)cn2)cc1. Reaction SMILES: [CH3:34][O:35][CH2:36][CH2:37][O:38][CH3:39].[I:10][c:11]1[cH:12][n:13][n:14]([S:16](=[O:17])(=[O:18])[c:19]2[cH:20][cH:21][c:22]([CH3:25])[cH:23][cH:24]2)[cH:15]1.[K+:31].[K+:32].[K+:33].[OH:1][B:2]([OH:3])[c:4]1[cH:5][cH:6][cH:7][cH:8][cH:9]1.[P:26]([O-:27])([O-:28])([O-:29])=[O:30]>>[c:4]1(-[c:11]2[cH:12][n:13][n:14]([S:16](=[O:17])(=[O:18])[c:19]3[cH:20][cH:21][c:22]([CH3:25])[cH:23][cH:24]3)[cH:15]2)[cH:5][cH:6][cH:7][cH:8][cH:9]1.